This data is from the Open Reaction Database (ORD), a public repository of structured organic reaction records. The task is: describe an organic reaction: reactants, conditions, products, and yield The reactants are CC(C)(C)OC(=O)N1CC(O)C(N2CCN(C(=O)c3ccc(Cl)cc3)CC2)C1, ClCCl, Cl, C1COCCO1. RXN SMILES: [C:1]([O:2][C:3](=[O:4])[N:8]1[CH2:9][CH:10]([N:14]2[CH2:15][CH2:16][N:17]([C:20]([c:21]3[cH:22][cH:23][c:24]([Cl:27])[cH:25][cH:26]3)=[O:28])[CH2:18][CH2:19]2)[CH:11]([OH:13])[CH2:12]1)([CH3:5])([CH3:6])[CH3:7].[Cl:36][CH2:37][Cl:38].[ClH:29].[O:30]1[CH2:31][CH2:32][O:33][CH2:34][CH2:35]1>>[NH:8]1[CH2:9][CH:10]([N:14]2[CH2:15][CH2:16][N:17]([C:20]([c:21]3[cH:22][cH:23][c:24]([Cl:27])[cH:25][cH:26]3)=[O:28])[CH2:18][CH2:19]2)[CH:11]([OH:13])[CH2:12]1. Product: O=C(c1ccc(Cl)cc1)N1CCN(C2CNCC2O)CC1. Reactants: COC(=O)c1ccc2oc(CO)c(C)c2c1, ClC(Cl)Cl, O=S(Cl)Cl, c1ccncc1. Yields the product COC(=O)c1ccc2oc(CCl)c(C)c2c1. RXN SMILES: [CH3:5][O:6][C:7](=[O:8])[c:9]1[cH:10][cH:11][c:12]2[c:13]([c:14]([CH3:19])[c:15]([CH2:17][OH:18])[o:16]2)[cH:20]1.[CH:27]([Cl:28])([Cl:29])[Cl:30].[S:1]([Cl:2])([Cl:3])=[O:4].[cH:21]1[cH:22][cH:23][n:24][cH:25][cH:26]1>>[Cl:3][CH2:17][c:15]1[c:14]([CH3:19])[c:13]2[c:12]([cH:11][cH:10][c:9]([C:7]([O:6][CH3:5])=[O:8])[cH:20]2)[o:16]1.